Dataset: the Open Reaction Database (ORD), a public repository of structured organic reaction records. Task: describe an organic reaction: reactants, conditions, products, and yield Starting materials: C(=O)(C(F)(F)F)O (TFA), Cl (HCl), C(C)(C)(C)OC(COC1=CC(=CC=C1)CN(CC1=CC=C(C=C1)C1=NC=CC=N1)S(=O)(=O)C=1C(=NOC1C)C)=O ((3-{[(3,5-Dimethyl-isoxazole-4-sulfonyl)-(4-pyrimidin-2-yl-benzyl)-amino]-methyl}-phenoxy)-acetic acid tert-butyl ester). The solvent is O1CCOCC1 (dioxane). Yields the product Cl.CC1=NOC(=C1S(=O)(=O)N(CC1=CC=C(C=C1)C1=NC=CC=N1)CC=1C=C(OCC(=O)O)C=CC1)C ((3-{[(3,5-Dimethyl-isoxazole-4-sulfonyl)-(4-pyrimidin-2-yl-benzyl)-amino]-methyl}-phenoxy)-acetic acid hydrochloride salt). As a reaction SMILES: C([O:5][C:6](=[O:40])[CH2:7][O:8][C:9]1[CH:14]=[CH:13][CH:12]=[C:11]([CH2:15][N:16]([S:30]([C:33]2[C:34]([CH3:39])=[N:35][O:36][C:37]=2[CH3:38])(=[O:32])=[O:31])[CH2:17][C:18]2[CH:23]=[CH:22][C:21]([C:24]3[N:29]=[CH:28][CH:27]=[CH:26][N:25]=3)=[CH:20][CH:19]=2)[CH:10]=1)(C)(C)C.C(O)(C(F)(F)F)=O.[ClH:48]>O1CCOCC1>[ClH:48].[CH3:39][C:34]1[C:33]([S:30]([N:16]([CH2:15][C:11]2[CH:10]=[C:9]([CH:14]=[CH:13][CH:12]=2)[O:8][CH2:7][C:6]([OH:40])=[O:5])[CH2:17][C:18]2[CH:19]=[CH:20][C:21]([C:24]3[N:29]=[CH:28][CH:27]=[CH:26][N:25]=3)=[CH:22][CH:23]=2)(=[O:31])=[O:32])=[C:37]([CH3:38])[O:36][N:35]=1 |f:4.5|. Procedure: The title compound was prepared following the method described in Example 3, Step C from (3-{[(3,5-dimethyl-isoxazole-4-sulfonyl)-(4-pyrimidin-2-yl-benzyl)-amino]-methyl}-phenoxy)-acetic acid tert-butyl ester of Step A. The HCl salt was prepared by treating the TFA salt with HCl in dioxane (4M) as described in Step C of Example 13i. 1H NMR (400 MHz, CDCl3) δ 8.92 (d, 1H, J=4.1 Hz), 8.25 (d, 1H, J=2.9 Hz), 7.55 -6.71 (m, 8H), 6.62 (m, 1H), 4.55 (s, 2H), 4.52 (s, 2H), 4.45 (s, 2H), 2.62 (s, 3H), 2... Procedure: By reaction and treatment in the same manner as in Example 110 and using [4-bromo-2-(1,1-dioxoisothiazolidin-2-yl)phenyl][4-(5-cyclopropyl-3-methylpyridin-2-yl)piperazin-1-yl]methanone (779 mg) described in Preparation Example 179 and 5,5-dimethyloxazolin-2-one (207 mg) described in Preparation Example 43, the title compound (420 mg) was obtained. RXN SMILES: Br[C:2]1[CH:7]=[CH:6][C:5]([C:8]([N:10]2[CH2:15][CH2:14][N:13]([C:16]3[C:21]([CH3:22])=[CH:20][C:19]([CH:23]4[CH2:25][CH2:24]4)=[CH:18][N:17]=3)[CH2:12][CH2:11]2)=[O:9])=[C:4]([N:26]2[CH2:30][CH2:29][CH2:28][S:27]2(=[O:32])=[O:31])[CH:3]=1.[CH3:33][C:34]1([CH3:40])[O:38][C:37](=[O:39])[N:36]=[CH:35]1>>[CH:23]1([C:19]2[CH:20]=[C:21]([CH3:22])[C:16]([N:13]3[CH2:14][CH2:15][N:10]([C:8]([C:5]4[CH:6]=[CH:7][C:2]([N:36]5[CH2:35][C:34]([CH3:40])([CH3:33])[O:38][C:37]5=[O:39])=[CH:3][C:4]=4[N:26]4[CH2:30][CH2:29][CH2:28][S:27]4(=[O:32])=[O:31])=[O:9])[CH2:11][CH2:12]3)=[N:17][CH:18]=2)[CH2:25][CH2:24]1. The product is C1(CC1)C=1C=C(C(=NC1)N1CCN(CC1)C(=O)C1=C(C=C(C=C1)N1C(OC(C1)(C)C)=O)N1S(CCC1)(=O)=O)C (3-{4-[4-(5-cyclopropyl-3-methylpyridin-2-yl)piperazine-1-carbonyl]-3-(1,1-dioxoisothiazolidin-2-yl)phenyl}-5,5-dimethyloxazolidin-2-one). Starting materials: BrC1=CC(=C(C=C1)C(=O)N1CCN(CC1)C1=NC=C(C=C1C)C1CC1)N1S(CCC1)(=O)=O ([4-bromo-2-(1,1-dioxoisothiazolidin-2-yl)phenyl][4-(5-cyclopropyl-3-methylpyridin-2-yl)piperazin-1-yl]methanone), CC1(C=NC(O1)=O)C (5,5-dimethyloxazolin-2-one). The yield is 50.6%. The reactants are CCOC(=O)c1ccc(F)cc1F, [K+], O=[N+]([O-])[O-], O=S(=O)(O)O. Yields the product CCOC(=O)c1cc([N+](=O)[O-])c(F)cc1F. RXN SMILES: [F:1][c:2]1[c:3]([C:4](=[O:5])[O:6][CH2:7][CH3:8])[cH:9][cH:10][c:11]([F:13])[cH:12]1.[K+:14].[O-:15][N+:16]([O-:17])=[O:18].[S:19](=[O:20])(=[O:21])([OH:22])[OH:23]>>[F:1][c:2]1[c:3]([C:4](=[O:5])[O:6][CH2:7][CH3:8])[cH:9][c:10]([N+:16](=[O:15])[O-:17])[c:11]([F:13])[cH:12]1.